Dataset: the Open Reaction Database (ORD), a public repository of structured organic reaction records. Task: describe an organic reaction: reactants, conditions, products, and yield Reactants: C(C)(C)(C)OC(NC1=C(C=C(C(=C1)C)C(F)(F)F)N)=O ((2-amino-5-methyl-4-trifluoromethyl-phenyl)-carbamic acid tert-butyl ester), C(C)(C)(C)OC(CC(=O)C1=CC(=CC=C1)C=1C(=NC=CC1)C1CC1)=O (3-[3-(2-cyclopropyl-pyridin-3-yl)-phenyl]-3-oxo-propionic acid tert-butyl ester). Yields the product C(C)(C)(C)OC(NC1=C(C=C(C(=C1)C)C(F)(F)F)NC(CC(=O)C1=CC(=CC=C1)C=1C(=NC=CC1)C1CC1)=O)=O ((2-{3-[3-(2-Cyclopropyl-pyridin-3-yl)-phenyl]-3-oxo-propionylamino}-5-methyl-4-trifluoromethyl-phenyl)-carbamic acid tert-butyl ester), oil. Yield: 61.0%. Reaction SMILES: [C:1]([O:5][C:6](=[O:20])[NH:7][C:8]1[CH:13]=[C:12]([CH3:14])[C:11]([C:15]([F:18])([F:17])[F:16])=[CH:10][C:9]=1[NH2:19])([CH3:4])([CH3:3])[CH3:2].C([O:25][C:26](=O)[CH2:27][C:28]([C:30]1[CH:35]=[CH:34][CH:33]=[C:32]([C:36]2[C:37]([CH:42]3[CH2:44][CH2:43]3)=[N:38][CH:39]=[CH:40][CH:41]=2)[CH:31]=1)=[O:29])(C)(C)C>>[C:1]([O:5][C:6](=[O:20])[NH:7][C:8]1[CH:13]=[C:12]([CH3:14])[C:11]([C:15]([F:18])([F:17])[F:16])=[CH:10][C:9]=1[NH:19][C:26](=[O:25])[CH2:27][C:28]([C:30]1[CH:35]=[CH:34][CH:33]=[C:32]([C:36]2[C:37]([CH:42]3[CH2:43][CH2:44]3)=[N:38][CH:39]=[CH:40][CH:41]=2)[CH:31]=1)=[O:29])([CH3:4])([CH3:2])[CH3:3]. Procedure details: The title compound was prepared from (2-amino-5-methyl-4-trifluoromethyl-phenyl)-carbamic acid tert-butyl ester (Example J20) (218 mg, 0.75 mmol) and 3-[3-(2-cyclopropyl-pyridin-3-yl)-phenyl]-3-oxo-propionic acid tert-butyl ester (Example K29) (253 mg, 0.75 mmol) according to the general procedure M. Obtained as a yellow oil (255 mg, 61%). Starting materials: ClC1=NC=CC(=C1)C#CC=1N=C(NC1)C (2-chloro-4-(2-methyl-1H-imidazol-4-ylethynyl)-pyridine), ClC=1C=C(C=CC1Cl)B(O)O (3,4-dichlorobenzene boronic acid). Product: ClC1=NC=CC(=C1)C#CC=1N=C(N(C1)C1=CC(=C(C=C1)Cl)Cl)C (2-Chloro-4-[1-(3,4-dichloro-phenyl)-2-methyl-1H-imidazol-4-ylethynyl]-pyridine). RXN SMILES: [Cl:1][C:2]1[CH:7]=[C:6]([C:8]#[C:9][C:10]2[N:11]=[C:12]([CH3:15])[NH:13][CH:14]=2)[CH:5]=[CH:4][N:3]=1.[Cl:16][C:17]1[CH:18]=[C:19](B(O)O)[CH:20]=[CH:21][C:22]=1[Cl:23]>>[Cl:1][C:2]1[CH:7]=[C:6]([C:8]#[C:9][C:10]2[N:11]=[C:12]([CH3:15])[N:13]([C:20]3[CH:19]=[CH:18][C:17]([Cl:16])=[C:22]([Cl:23])[CH:21]=3)[CH:14]=2)[CH:5]=[CH:4][N:3]=1. Reported procedure: The title compound, MS: m/e=363.7 (M+H+), was prepared in accordance with the general method of example 7 from 2-chloro-4-(2-methyl-1H-imidazol-4-ylethynyl)-pyridine and 3,4-dichlorobenzene boronic acid.